Task: describe an organic reaction: reactants, conditions, products, and yield. Dataset: the Open Reaction Database (ORD), a public repository of structured organic reaction records Starting materials: C1(CCCCC1)C(C=O)C (2-cyclohexylpropanal), O=O (oxygen). The product is C1(CCCCC1)C(C(=O)O)C (2-cyclohexylpropionic acid). Isolated yield 35.0%. RXN SMILES: [CH:1]1([CH:7]([CH3:10])[CH:8]=[O:9])[CH2:6][CH2:5][CH2:4][CH2:3][CH2:2]1.[O:11]=O>>[CH:1]1([CH:7]([CH3:10])[C:8]([OH:11])=[O:9])[CH2:6][CH2:5][CH2:4][CH2:3][CH2:2]1. Procedure details: Into a 500 ml round bottom flask was charged 300 g of 2-cyclohexylpropanal and was fed a stream of oxygen at a rate of 100 ml per minute at 60° C. for 80 hours through a sintered liquid filter for liquid chromatography. The reaction mixture was analyzed by means of gas chromatography and confirmed that 2-cyclohexylpropionic acid was obtained in an yield of 65% and 35% of the 2-cyclohexylpropanal remained unreacted in the reaction mixture. The reactants are P(=O)(Cl)(Cl)Cl (phosphorus oxychloride), C1(=CC=CC=C1)C(C(NC(CCCCCC(C)C#N)=O)C1=CC=CC=C1)=O ((RS)-1,2-diphenyl-2-(7-cyanooctanamido)ethanone). The solvent is C1(=CC=CC=C1)C (toluene). Run at temperature 80 celsius. The product is C1(=CC=CC=C1)C=1N=C(OC1C1=CC=CC=C1)CCCCCC(C#N)C ((RS)-7-(4,5-diphenyl-2-oxazolyl)-2-methylheptanenitrile). Isolated yield 76.9%. RXN SMILES: P(Cl)(Cl)(Cl)=O.[C:6]1([C:12](=[O:32])[CH:13]([C:26]2[CH:31]=[CH:30][CH:29]=[CH:28][CH:27]=2)[NH:14][C:15](=O)[CH2:16][CH2:17][CH2:18][CH2:19][CH2:20][CH:21]([C:23]#[N:24])[CH3:22])[CH:11]=[CH:10][CH:9]=[CH:8][CH:7]=1>C1(C)C=CC=CC=1>[C:26]1([C:13]2[N:14]=[C:15]([CH2:16][CH2:17][CH2:18][CH2:19][CH2:20][CH:21]([CH3:22])[C:23]#[N:24])[O:32][C:12]=2[C:6]2[CH:7]=[CH:8][CH:9]=[CH:10][CH:11]=2)[CH:27]=[CH:28][CH:29]=[CH:30][CH:31]=1. Procedure details: 7.3 g of phosphorus oxychloride are added to a solution of 5.75 g of (RS)-1,2-diphenyl-2-(7-cyanooctanamido)ethanone in 30 cm3 of toluene, and the mixture is heated to 80° C. for 6 hours. After treatment, the product obtained is chromatographed on a column 2 cm in diameter containing 60 g of silica gel (50 to 200μ). The column is eluted with 0.6 liter of diisopropyl ether, collecting 50 cm3 fractions. The fractions emerging at between 0.1 liter and 0.6 liter are concentrated under reduced pressu... The reactants are [Mg] (magnesium), Grignard reagent, Grignard reagent, II (iodine), CC(CCBr)C (3-Methylbutylbromide), C(CCCCC)[Si](Cl)(Cl)Cl (n-hexyltrichlorosilane). Run in CCCCCC (Hexane), O1CCCC1 (tetrahydrofuran), O1CCCC1 (tetrahydrofuran). The product is C(CCCCC)[Si](Cl)(Cl)CCC(C)C (n-hexyl(3-methylbutyl)dichlorosilane). RXN SMILES: [Mg].II.[CH3:4][CH:5]([CH3:9])[CH2:6][CH2:7]Br.[CH2:10]([Si:16](Cl)([Cl:18])[Cl:17])[CH2:11][CH2:12][CH2:13][CH2:14][CH3:15]>O1CCCC1.CCCCCC>[CH2:10]([Si:16]([CH2:7][CH2:6][CH:5]([CH3:9])[CH3:4])([Cl:18])[Cl:17])[CH2:11][CH2:12][CH2:13][CH2:14][CH3:15]. Procedure: Anhydrous tetrahydrofuran (125 mL) was put into a reactor with magnesium (5.0 g, 0.21 mol) which had been dehydrated and deaerated, followed by charging of argon gas. A small amount of iodine was slowly added to the mixture. 3-Methylbutylbromide (25 g, 0.17 mol) was added dropwise to the slowly stirred mixture so that the reaction mixture was gradually refluxed. After the reaction was complete, the obtained Grignard reagent was transferred to a dropping funnel. The Grignard reagent was added dro... Reactants: NCCCN1CCN(CC1)CC1=CC=C(C=C1)Cl (1-(3-aminopropyl)-4-(4-chlorobenzyl)piperazine), C1(=CC=C(C=C1)N=C=O)C (4-tolyl isocyanate). Run in C(Cl)Cl (methylene chloride). The product is O.Cl.Cl.ClC1=CC=C(CN2CCN(CC2)CCCNC(=O)NC2=CC=C(C=C2)C)C=C1 (1-{3-[4-(4-Chlorobenzyl)piperazin-1-yl]propyl}-3-(4-methylphenyl)urea dihydrochloride monohydrate). Yield: 49.4%. RXN SMILES: [NH2:1][CH2:2][CH2:3][CH2:4][N:5]1[CH2:10][CH2:9][N:8]([CH2:11][C:12]2[CH:17]=[CH:16][C:15]([Cl:18])=[CH:14][CH:13]=2)[CH2:7][CH2:6]1.[C:19]1([CH3:28])[CH:24]=[CH:23][C:22]([N:25]=[C:26]=[O:27])=[CH:21][CH:20]=1>C(Cl)Cl>[OH2:27].[ClH:18].[ClH:18].[Cl:18][C:15]1[CH:14]=[CH:13][C:12]([CH2:11][N:8]2[CH2:9][CH2:10][N:5]([CH2:4][CH2:3][CH2:2][NH:1][C:26]([NH:25][C:22]3[CH:23]=[CH:24][C:19]([CH3:28])=[CH:20][CH:21]=3)=[O:27])[CH2:6][CH2:7]2)=[CH:17][CH:16]=1 |f:3.4.5.6|. Procedure: The procedure described in Example 3 was followed, using 1-(3-aminopropyl)-4-(4-chlorobenzyl)piperazine (2.67 g; 10 mmole), methylene chloride (50 ml) and 4-tolyl isocyanate (1.33 g; 10 mmole). Recrystallization from methanol/methylene chloride provided the title compound (0.81 g; 17% yield) as colorless crystals, m.p. 131°-132° C. Starting materials: C1(CC1)NC(=O)NC=1C(=NNC1)C1=NC2=C(N1)C=CC(=C2)CN2CCOCC2 (1-cyclopropyl-3-[3-(5-morpholin-4-ylmethyl-1H-benzoimidazol-2-yl)-1H-pyrazol-4-yl]-urea), C1CCOC1 (THF). Reaction conditions: time 8 hour. Product: C1(CC1)NC(=O)NC=1C(=NNC1)C1=NC2=C(N1)C=CC(=C2)CCN2CCOCC2 (1-cyclopropyl-3-[3-(5-morpholin-4-ylethyl-1H-benzoimidazol-2-yl)-1H-pyrazol-4-yl]-urea). RXN SMILES: [CH:1]1([NH:4][C:5]([NH:7][C:8]2[C:9]([C:13]3[NH:17][C:16]4[CH:18]=[CH:19][C:20]([CH2:22][N:23]5[CH2:28][CH2:27][O:26][CH2:25][CH2:24]5)=[CH:21][C:15]=4[N:14]=3)=[N:10][NH:11][CH:12]=2)=[O:6])[CH2:3][CH2:2]1.[CH2:29]1COCC1>>[CH:1]1([NH:4][C:5]([NH:7][C:8]2[C:9]([C:13]3[NH:14][C:15]4[CH:21]=[CH:29][C:19]([CH2:20][CH2:22][N:23]5[CH2:28][CH2:27][O:26][CH2:25][CH2:24]5)=[CH:18][C:16]=4[N:17]=3)=[N:10][NH:11][CH:12]=2)=[O:6])[CH2:3][CH2:2]1. Reported procedure: A sample of crude 1-cyclopropyl-3-[3-(5-morpholin-4-ylmethyl-1H-benzoimidazol-2-yl)-1H-pyrazol-4-yl]-urea free base was dissolved in THF and then concentrated in vacuo to a minimum volume (˜4 volumes). To the solution was added water dropwise (2-4 volumes) until the solution became turbid. A small amount of THF was added to re-establish solution clarity and the mixture left to stand overnight to give a crystalline material which was air-dried to give 1-cyclopropyl-3-[3-(5-morpholin-4-ylethyl-1H-...